The task is: describe an organic reaction: reactants, conditions, products, and yield. This data is from the Open Reaction Database (ORD), a public repository of structured organic reaction records. The reactants are O=C([O-])[O-], FC(F)(F)Cc1nc2cc(Cl)c(Cl)cc2[nH]1, [K+], [K+], O=[N+]([O-])c1ccccc1CBr, CN(C)C=O. Yields the product O=[N+]([O-])c1ccccc1Cn1c(CC(F)(F)F)nc2cc(Cl)c(Cl)cc21. RXN SMILES: [C:17](=[O:18])([O-:19])[O-:20].[Cl:1][c:2]1[cH:3][c:4]2[c:5]([nH:6][c:7]([CH2:9][C:10]([F:11])([F:12])[F:13])[n:8]2)[cH:14][c:15]1[Cl:16].[K+:21].[K+:22].[N+:23](=[O:24])([O-:25])[c:26]1[c:27]([CH2:28][Br:29])[cH:30][cH:31][cH:32][cH:33]1.[O:34]=[CH:35][N:36]([CH3:37])[CH3:38]>>[Cl:1][c:2]1[cH:3][c:4]2[c:5]([n:6][c:7]([CH2:9][C:10]([F:11])([F:12])[F:13])[n:8]2[CH2:28][c:27]2[c:26]([N+:23](=[O:24])[O-:25])[cH:33][cH:32][cH:31][cH:30]2)[cH:14][c:15]1[Cl:16]. The reactants are O=C([O-])O, CCOC(C)=O, O=C(Cl)c1cccc(Cl)c1Cl, Cl, NC(Cc1ccc(C(F)(F)F)cc1)C(O)c1ccc(F)cc1, [Na+], O. The product is O=C(NC(Cc1ccc(C(F)(F)F)cc1)C(O)c1ccc(F)cc1)c1cccc(Cl)c1Cl. As a reaction SMILES: [C:35](=[O:36])([O-:37])[OH:38].[CH3:40][CH2:41][O:42][C:43](=[O:44])[CH3:45].[Cl:24][c:25]1[c:26]([C:27](=[O:28])[Cl:29])[cH:30][cH:31][cH:32][c:33]1[Cl:34].[ClH:1].[F:2][c:3]1[cH:4][cH:5][c:6]([CH:9]([CH:10]([CH2:11][c:12]2[cH:13][cH:14][c:15]([C:18]([F:19])([F:20])[F:21])[cH:16][cH:17]2)[NH2:22])[OH:23])[cH:7][cH:8]1.[Na+:39].[OH2:46]>>[F:2][c:3]1[cH:4][cH:5][c:6]([CH:9]([CH:10]([CH2:11][c:12]2[cH:13][cH:14][c:15]([C:18]([F:19])([F:20])[F:21])[cH:16][cH:17]2)[NH:22][C:27]([c:26]2[c:25]([Cl:24])[c:33]([Cl:34])[cH:32][cH:31][cH:30]2)=[O:28])[OH:23])[cH:7][cH:8]1. Reactants: BrBr (Bromine), C(O)([O-])=O.[Na+] (sodium hydrogen carbonate), S1C2=C(CC1)C=CC=C2 (2,3-Dihydrobenzo[b]thiophene). The reagents and catalysts are [Fe] (Iron). Solvent: ClCCl (dichloromethane). The product is BrC1=CC2=C(SCC2)C=C1 (5-Bromo-2,3-dihydrobenzo[b]thiophene). Yield: 62.6%. As a reaction SMILES: [S:1]1[CH2:5][CH2:4][C:3]2[CH:6]=[CH:7][CH:8]=[CH:9][C:2]1=2.[Br:10]Br.C(=O)([O-])O.[Na+]>ClCCl.[Fe]>[Br:10][C:7]1[CH:8]=[CH:9][C:2]2[S:1][CH2:5][CH2:4][C:3]=2[CH:6]=1 |f:2.3|. Reported procedure: Iron powder (10.4 mg, 1.47 mmol) was added to a solution of 2,3-dihydrobenzo[b]thiophene 112 (400 mg, 2.94 mmol) in dichloromethane (5.9 mL). Bromine (0.15 mL, 2.94 mmol) was added dropwise to the mixture with stirring under ice-cooling. This mixture was stirred at the same temperature for 30 minutes. Saturated aqueous sodium hydrogen carbonate solution was added to the mixture and this was extracted with dichloromethane. The organic layer was washed with water, dried over magnesium sulfate and ... Reactants: COC=1C=C(C=C(C1OCOC)OC)C(CS)S (1-(3,5-dimethoxy-4-methoxymethoxyphenyl)-1,2-ethanedithiol), COC=1C=C(C=O)C=C(C1OC)I (3,4-dimethoxy-5-iodobenzaldehyde), C1(=CC=C(C=C1)S(=O)(=O)[O-])C.[NH+]1=CC=CC=C1 (pyridinium para-toluenesulfonate), C1=CC=CC=C1 (benzene). The solvent is C1=CC=CC=C1.O (benzene water). Product: COC=1C=C(C=C(C1OC)I)[C@@H]1SC[C@H](S1)C1=CC(=C(C(=C1)OC)OC)OC (trans 2-(3,4-dimethoxy-5-iodophenyl)-4-(3,4,5-trimethoxyphenyl)-1,3-dithiolane). As a reaction SMILES: [CH3:1][O:2][C:3]1[CH:4]=[C:5]([CH:15]([SH:18])[CH2:16][SH:17])[CH:6]=[C:7]([O:13][CH3:14])[C:8]=1[O:9][CH2:10]OC.[CH3:19][O:20][C:21]1[CH:22]=[C:23]([CH:26]=[C:27]([I:31])[C:28]=1[O:29][CH3:30])[CH:24]=O.C1(C)C=CC(S([O-])(=O)=O)=CC=1.[NH+]1C=CC=CC=1.C1C=CC=CC=1>C1C=CC=CC=1.O>[CH3:19][O:20][C:21]1[CH:22]=[C:23]([C@H:24]2[S:18][C@H:15]([C:5]3[CH:6]=[C:7]([O:13][CH3:14])[C:8]([O:9][CH3:10])=[C:3]([O:2][CH3:1])[CH:4]=3)[CH2:16][S:17]2)[CH:26]=[C:27]([I:31])[C:28]=1[O:29][CH3:30] |f:2.3,5.6|. Reported procedure: 1-(3,4,5-trimethoxyphenyl)-1,2-ethanedithiol (39) (FIG. 19) (1.404 g,5.40 mmole), 3,4-dimethoxy-5-iodobenzaldehyde (41) (FIG. 22) (1.30 g, 4.45 mmole) and 0.542 g of pyridinium para-toluenesulfonate was added to 50 ml dry benzene and refluxed with Dean-Stark removal of the benzene- water azeotrope for 12 hours. The benzene was removed in vacuo, and the remaining oil redissolved in ethyl acetate. The organic layer was washed with 10% NaHCO3 and H2O. The organic layer was dried over MgSO4, and eva... The reactants are NC(=O)CCC(=O)NBr, ClC(Cl)(Cl)Cl, Cc1nsc2nc(Cl)ccc12, CC(C)(C#N)N=NC(C)(C)C#N. The product is Clc1ccc2c(CBr)nsc2n1. RXN SMILES: [Br:24][NH:25][C:26](=[O:27])[CH2:28][CH2:29][C:30]([NH2:31])=[O:32].[C:33]([Cl:34])([Cl:35])([Cl:36])[Cl:37].[Cl:13][c:14]1[cH:15][cH:16][c:17]2[c:18]([n:19]1)[s:20][n:21][c:22]2[CH3:23].[N:1]#[C:2][C:3]([N:4]=[N:5][C:6]([C:7]#[N:8])([CH3:9])[CH3:10])([CH3:11])[CH3:12]>>[Cl:13][c:14]1[cH:15][cH:16][c:17]2[c:18]([n:19]1)[s:20][n:21][c:22]2[CH2:23][Br:24]. As a reaction SMILES: [Na].S(N[N:13]=[CH:14][C:15]1[CH:20]=CC=C[C:16]=1[C:21]1[CH:26]=[CH:25][C:24]([F:27])=[CH:23][CH:22]=1)(C1C=CC(C)=CC=1)(=O)=O.[F:28][C:29]1[CH:40]=[CH:39][CH:38]=[C:37]([F:41])[C:30]=1[C:31](N/C=C\C)=[O:32].O1CCOCC1.CCOC(C)=O>[Cl-].C([N+](CC)(CC)CC)C1C=CC=CC=1.CC([O-])=O.CC([O-])=O.CC([O-])=O.CC([O-])=O.[Rh+2].[Rh+2].O>[F:28][C:29]1[CH:40]=[CH:39][CH:38]=[C:37]([F:41])[C:30]=1[C:31]([NH:13][C@@H:14]1[C@H:15]([CH3:20])[C@@H:16]1[C:21]1[CH:22]=[CH:23][C:24]([F:27])=[CH:25][CH:26]=1)=[O:32] |f:0.1,5.6,7.8.9.10.11.12,^1:0|. The yield is 10.0%. The reagents and catalysts are [Cl-].C(C1=CC=CC=C1)[N+](CC)(CC)CC (benzyltriethylammonium chloride), CC(=O)[O-].CC(=O)[O-].CC(=O)[O-].CC(=O)[O-].[Rh+2].[Rh+2] (rhodium acetate dimer). Conditions: temperature 75 celsius. Yields the product FC1=C(C(=O)N[C@H]2[C@H]([C@H]2C)C2=CC=C(C=C2)F)C(=CC=C1)F (racemic 2,6-difluoro-N-[(1R,2R,3R)-2-(4-fluorophenyl)-3-methyl-cyclopropyl]benzamide). Reported procedure: 4-Fluorophenyl benzaldehyde-tosylhydrazone sodium salt from example P2b (261 mg, 0.832 mmol), 2,6-difluoro-N—[(Z)-prop-1-enyl]benzamide (164 mg, 832 mmol), benzyltriethylammonium chloride (18.6 mg, 0.083 mmol), and rhodium acetate dimer (3.6 mg, 0.0083 mmol) were stirred with dioxane (6 ml) to give a thick slurry. This was heated at 75° C. for 4 hours. The mixture was shaken between EtOAc and water. The organic phase was dried with MgSO4 and evaporated to yield 230 mg of a crude mixture. This wa... Starting materials: [Na].S(=O)(=O)(C1=CC=C(C)C=C1)NN=CC1=C(C=CC=C1)C1=CC=C(C=C1)F (4-Fluorophenyl benzaldehyde-tosylhydrazone sodium salt), CCOC(=O)C (EtOAc), FC1=C(C(=O)N\C=C/C)C(=CC=C1)F (2,6-difluoro-N—[(Z)-prop-1-enyl]benzamide), O1CCOCC1 (dioxane). Solvent: O (water).